Task: describe an organic reaction: reactants, conditions, products, and yield. Dataset: the Open Reaction Database (ORD), a public repository of structured organic reaction records Starting materials: C(C)N(C1=CC=CC=C1)C=O (N-ethylformanilide), NC1=NC=CC=C1 (2-aminopyridine). The product is N1=C(C=CC=C1)N=CN(C1=CC=CC=C1)CC (N'-(2-PYRIDYL)-N-ETHYL-N-PHENYLFORMAMIDINE). Reaction SMILES: [CH2:1]([N:3]([CH:10]=O)[C:4]1[CH:9]=[CH:8][CH:7]=[CH:6][CH:5]=1)[CH3:2].[NH2:12][C:13]1[CH:18]=[CH:17][CH:16]=[CH:15][N:14]=1>>[N:14]1[CH:15]=[CH:16][CH:17]=[CH:18][C:13]=1[N:12]=[CH:10][N:3]([CH2:1][CH3:2])[C:4]1[CH:9]=[CH:8][CH:7]=[CH:6][CH:5]=1. Reported procedure: Prepared following the procedure of Example 1 from N-ethylformanilide and 2-aminopyridine. Vacuum distillation of the crude product gave pure 4 as a pale yellow oil: bp 164° C. @ 0.5 mm Hg. 1H-NMR (CDCl3) 8.83 (S, 1H), 8.30 (m,1H), 7.5-6.9 (m, 8H), 4.09 (q, 2H, J=7 Hz) 1.26 (t, 3H, J=7 Hz); IR(neat) 2990, 1620, 1570, 1500, 1460, 1440, 1390, 1230, 1130; MS (m/e) 225 (M+), 78 (base). The reactants are CCN(c1cccc(-c2ccnc3c(C(=O)c4ccco4)cnn23)c1)S(=O)(=O)c1ccc(C)cc1, [NH4+], [OH-], O, O=S(=O)(O)O. The product is CCNc1cccc(-c2ccnc3c(C(=O)c4ccco4)cnn23)c1. Reaction SMILES: [CH2:1]([CH3:2])[N:3]([S:4]([c:5]1[cH:6][cH:7][c:8]([CH3:9])[cH:10][cH:11]1)(=[O:12])=[O:13])[c:14]1[cH:15][c:16](-[c:20]2[cH:21][cH:22][n:23][c:24]3[n:25]2[n:26][cH:27][c:28]3[C:29](=[O:30])[c:31]2[o:32][cH:33][cH:34][cH:35]2)[cH:17][cH:18][cH:19]1.[NH4+:41].[OH-:42].[OH2:43].[S:36](=[O:37])(=[O:38])([OH:39])[OH:40]>>[CH2:1]([CH3:2])[NH:3][c:14]1[cH:15][c:16](-[c:20]2[cH:21][cH:22][n:23][c:24]3[n:25]2[n:26][cH:27][c:28]3[C:29](=[O:30])[c:31]2[o:32][cH:33][cH:34][cH:35]2)[cH:17][cH:18][cH:19]1.